This data is from the Open Reaction Database (ORD), a public repository of structured organic reaction records. The task is: describe an organic reaction: reactants, conditions, products, and yield Starting materials: COC(C1=CC(=CC=C1)COC1=CC=C(C=C1)I)=O (3-(4-iodo-phenoxymethyl)-benzoic acid methyl ester), COC(C1=CC(=CC=C1)COC1=CC=C(C=C1)I)=O (3-(4-iodo-phenoxymethyl)-benzoic acid methyl ester), OCC=1C=C(C=CC1)B(O)O (3-(hydroxymethyl)phenylboronic acid). Product: OCC=1C=C(C=CC1)C1=CC=C(C=C1)OCC=1C=C(C(=O)O)C=CC1 (3-(3′-Hydroxymethyl-biphenyl-4-yloxymethyl)-benzoic acid). Reaction SMILES: C[O:2][C:3](=[O:19])[C:4]1[CH:9]=[CH:8][CH:7]=[C:6]([CH2:10][O:11][C:12]2[CH:17]=[CH:16][C:15](I)=[CH:14][CH:13]=2)[CH:5]=1.[OH:20][CH2:21][C:22]1[CH:23]=[C:24](B(O)O)[CH:25]=[CH:26][CH:27]=1>>[OH:20][CH2:21][C:22]1[CH:27]=[C:26]([C:15]2[CH:16]=[CH:17][C:12]([O:11][CH2:10][C:6]3[CH:5]=[C:4]([CH:9]=[CH:8][CH:7]=3)[C:3]([OH:2])=[O:19])=[CH:13][CH:14]=2)[CH:25]=[CH:24][CH:23]=1. Procedure: 3-(3′-Hydroxymethyl-biphenyl-4-yloxymethyl)-benzoic acid was prepared using general procedure 1 from 3-(4-iodo-phenoxymethyl)-benzoic acid methyl ester (of Intermediate 1) and 3-(hydroxymethyl)phenylboronic acid (available from Aldrich Chemical Company, Inc., Milwaukee, Wis.). Mass spectrum MH+=335. The reactants are N(=NC(=O)OCC)C(=O)OCC (diethyl azodicarboxylate), C(C)(C)(C)OC(=O)N1[C@@H]([C@H](CC1)O)CN1C2=C(C=3C=C(C=CC13)C#N)C[C@@H](C2)NC(=O)OC(C)C ((2R,3S)-2-((S)-7-cyano-2-isopropoxycarbonylamino-2,3-dihydro-1H-cyclopenta[b]indol-4-ylmethyl)-3-hydroxy-pyrrolidine-1-carboxylic acid tert-butyl ester), ClCC(=O)O (chloroacetic acid), C1(=CC=CC=C1)P(C1=CC=CC=C1)C1=CC=CC=C1 (triphenylphosphine). Run in O1CCCC1 (tetrahydrofuran), C(C)(=O)OCC (ethyl acetate). Reaction conditions: time 8 hour. Product: C(C)(C)(C)OC(=O)N1[C@@H]([C@@H](CC1)OC(CCl)=O)CN1C2=C(C=3C=C(C=CC13)C#N)C[C@@H](C2)NC(=O)OC(C)C ((2R,3R)-3-(2-Chloro-acetoxy)-2-((S)-7-cyano-2-isopropoxycarbonylamino-2,3-dihydro-1H-cyclopenta[b]indol-4-ylmethyl)-pyrrolidine-1-carboxylic acid tert-butyl ester). Isolated yield 53.6%. Reaction SMILES: [C:1]([O:5][C:6]([N:8]1[CH2:12][CH2:11][C@H:10]([OH:13])[C@H:9]1[CH2:14][N:15]1[C:23]2[CH:22]=[CH:21][C:20]([C:24]#[N:25])=[CH:19][C:18]=2[C:17]2[CH2:26][C@H:27]([NH:29][C:30]([O:32][CH:33]([CH3:35])[CH3:34])=[O:31])[CH2:28][C:16]1=2)=[O:7])([CH3:4])([CH3:3])[CH3:2].[Cl:36][CH2:37][C:38](O)=[O:39].C1(P(C2C=CC=CC=2)C2C=CC=CC=2)C=CC=CC=1.N(C(OCC)=O)=NC(OCC)=O>O1CCCC1.C(OCC)(=O)C>[C:1]([O:5][C:6]([N:8]1[CH2:12][CH2:11][C@@H:10]([O:13][C:38](=[O:39])[CH2:37][Cl:36])[C@H:9]1[CH2:14][N:15]1[C:23]2[CH:22]=[CH:21][C:20]([C:24]#[N:25])=[CH:19][C:18]=2[C:17]2[CH2:26][C@H:27]([NH:29][C:30]([O:32][CH:33]([CH3:35])[CH3:34])=[O:31])[CH2:28][C:16]1=2)=[O:7])([CH3:4])([CH3:3])[CH3:2]. Reported procedure: A mixture of (2R,3S)-2-((S)-7-cyano-2-isopropoxycarbonylamino-2,3-dihydro-1H-cyclopenta[b]indol-4-ylmethyl)-3-hydroxy-pyrrolidine-1-carboxylic acid tert-butyl ester (950 mg, 1.97 mmol), chloroacetic acid (227 mg, 2.36 mmol), and triphenylphosphine (626 mg, 2.36 mmol) in tetrahydrofuran (20 mL) is treated with diethyl azodicarboxylate (374 μL, 2.36 mmol) dropwise at room temperature. The reaction mixture is stirred overnight. The reaction is diluted with ethyl acetate (50 mL) and then washed with...